Dataset: the Open Reaction Database (ORD), a public repository of structured organic reaction records. Task: describe an organic reaction: reactants, conditions, products, and yield Reactants: C1CCOC1, CO, COC(=O)c1ccc(N2CCNC2=O)cc1, NN. Product: NNC(=O)c1ccc(N2CCNC2=O)cc1. RXN SMILES: [CH2:21]1[O:22][CH2:23][CH2:24][CH2:25]1.[CH3:19][OH:20].[CH3:1][O:2][C:3]([c:4]1[cH:5][cH:6][c:7]([N:10]2[C:11](=[O:15])[NH:12][CH2:13][CH2:14]2)[cH:8][cH:9]1)=[O:16].[NH2:17][NH2:18]>>[O:2]=[C:3]([c:4]1[cH:5][cH:6][c:7]([N:10]2[C:11](=[O:15])[NH:12][CH2:13][CH2:14]2)[cH:8][cH:9]1)[NH:17][NH2:18]. Reactants: CCCC[Sn](CCCC)(CCCC)c1ccc(Br)s1, Cc1ccccc1, CSc1nccc(I)n1, Cl[Pd]Cl. Yields the product CSc1nccc(-c2ccc(Br)s2)n1. Reaction SMILES: [Br:10][c:11]1[cH:12][cH:13][c:14]([Sn:16]([CH2:17][CH2:18][CH2:19][CH3:20])([CH2:21][CH2:22][CH2:23][CH3:24])[CH2:25][CH2:26][CH2:27][CH3:28])[s:15]1.[CH3:29][c:30]1[cH:31][cH:32][cH:33][cH:34][cH:35]1.[I:1][c:2]1[n:3][c:4]([S:8][CH3:9])[n:5][cH:6][cH:7]1.[Pd:36]([Cl:37])[Cl:38]>>[c:2]1(-[c:14]2[cH:13][cH:12][c:11]([Br:10])[s:15]2)[n:3][c:4]([S:8][CH3:9])[n:5][cH:6][cH:7]1. Starting materials: CN1CCC(N2CC(C)(C)c3ccc([N+](=O)[O-])cc32)CC1, CO. Yields the product CN1CCC(N2CC(C)(C)c3ccc(N)cc32)CC1. RXN SMILES: [CH3:1][C:2]1([CH3:21])[CH2:3][N:4]([CH:14]2[CH2:15][CH2:16][N:17]([CH3:20])[CH2:18][CH2:19]2)[c:5]2[cH:6][c:7]([N+:11]([O-:12])=[O:13])[cH:8][cH:9][c:10]21.[CH3:22][OH:23]>>[CH3:1][C:2]1([CH3:21])[CH2:3][N:4]([CH:14]2[CH2:15][CH2:16][N:17]([CH3:20])[CH2:18][CH2:19]2)[c:5]2[cH:6][c:7]([NH2:11])[cH:8][cH:9][c:10]21.